The task is: describe an organic reaction: reactants, conditions, products, and yield. This data is from the Open Reaction Database (ORD), a public repository of structured organic reaction records. Reactants: C1(=CC=CC=C1)C1(CC(C(C2CNCC12)(O)C1=C(C=CC=C1)OC)O)C1=CC=CC=C1 ((3aRS,4RS,5RS,7aRS)-7,7-diphenyl-4-(2-methoxyphenyl)perhydro-4,5-isoindolediol), C(C)(C)N(CC)C(C)C (diisopropylethylamine), O (water), C1=C(C=CC2=CC=CC=C12)CC(=O)Cl (2-naphthylacetyl chloride). The solvent is ClCCl (dichloromethane), ClCCl (dichloromethane). Conditions: time 1 hour. The product is C1(=CC=CC=C1)C1(CC(C(C2CN(CC12)C(CC1=CC2=CC=CC=C2C=C1)=O)(O)C1=C(C=CC=C1)OC)O)C1=CC=CC=C1 ((3aRS,4RS,5RS,7aRS)-7,7-diphenyl-4-(2-methoxyphenyl)-2-[(2-naphthyl)acetyl]perhydro-4,5-isoindolediol). The yield is 50.8%. As a reaction SMILES: [C:1]1([C:7]2([C:26]3[CH:31]=[CH:30][CH:29]=[CH:28][CH:27]=3)[CH:15]3[CH:11]([CH2:12][NH:13][CH2:14]3)[C:10]([C:17]3[CH:22]=[CH:21][CH:20]=[CH:19][C:18]=3[O:23][CH3:24])([OH:16])[CH:9]([OH:25])[CH2:8]2)[CH:6]=[CH:5][CH:4]=[CH:3][CH:2]=1.C(N(C(C)C)CC)(C)C.[CH:41]1[C:50]2[C:45](=[CH:46][CH:47]=[CH:48][CH:49]=2)[CH:44]=[CH:43][C:42]=1[CH2:51][C:52](Cl)=[O:53].O>ClCCl>[C:26]1([C:7]2([C:1]3[CH:2]=[CH:3][CH:4]=[CH:5][CH:6]=3)[CH:15]3[CH:11]([CH2:12][N:13]([C:52](=[O:53])[CH2:51][C:42]4[CH:43]=[CH:44][C:45]5[C:50](=[CH:49][CH:48]=[CH:47][CH:46]=5)[CH:41]=4)[CH2:14]3)[C:10]([C:17]3[CH:22]=[CH:21][CH:20]=[CH:19][C:18]=3[O:23][CH3:24])([OH:16])[CH:9]([OH:25])[CH2:8]2)[CH:31]=[CH:30][CH:29]=[CH:28][CH:27]=1. Reported procedure: To a solution of 0.42 g of (3aRS,4RS,5RS,7aRS)-7,7-diphenyl-4-(2-methoxyphenyl)perhydro-4,5-isoindolediol in 10 cm3 of dichloromethane is added 0.21 cm3 of diisopropylethylamine, followed by 0.23 g of 2-naphthylacetyl chloride in 5.5 cm3 of dichloromethane. After stirring at room temperature for 1 hour, 25 cm3 of water are added. The organic phase is separated off after settling, dried over magnesium sulphate and concentrated to dryness under reduced pressure (2.7 kPa). The residue is taken up i... Starting materials: CCOC(=O)Cn1ccc2ccc(O)cc21, CCCCP(CCCC)CCCC, OCc1cc(-c2ccc(C(F)(F)F)cc2)nn1CC(F)(F)F. Yields the product CCOC(=O)Cn1ccc2ccc(OCc3cc(-c4ccc(C(F)(F)F)cc4)nn3CC(F)(F)F)cc21. Reaction SMILES: [CH2:1]([CH3:2])[O:3][C:4]([CH2:5][n:6]1[cH:7][cH:8][c:9]2[cH:10][cH:11][c:12]([OH:15])[cH:13][c:14]12)=[O:16].[CH2:39]([P:40]([CH2:41][CH2:42][CH2:43][CH3:44])[CH2:45][CH2:46][CH2:47][CH3:48])[CH2:49][CH2:50][CH3:51].[F:17][C:18]([CH2:19][n:20]1[n:21][c:22](-[c:27]2[cH:28][cH:29][c:30]([C:33]([F:34])([F:35])[F:36])[cH:31][cH:32]2)[cH:23][c:24]1[CH2:25][OH:26])([F:37])[F:38]>>[CH2:1]([CH3:2])[O:3][C:4]([CH2:5][n:6]1[cH:7][cH:8][c:9]2[cH:10][cH:11][c:12]([O:15][CH2:25][c:24]3[n:20]([CH2:19][C:18]([F:17])([F:37])[F:38])[n:21][c:22](-[c:27]4[cH:28][cH:29][c:30]([C:33]([F:34])([F:35])[F:36])[cH:31][cH:32]4)[cH:23]3)[cH:13][c:14]12)=[O:16]. Reactants: C(C)N1C2=CC=CC=C2C=2C=CC=CC12 (9-ethylcarbazole), II (iodine), OO (hydrogen peroxide), S(O)(O)(=O)=O (sulfuric acid). Solvent: O (water), C(C)(=O)O.O (acetic acid water). Run at temperature 60 celsius, time 2 hour. Yields the product IC=1C=CC=2N(C3=CC=CC=C3C2C1)CC (3-iodo-9-ethylcarbazole). Yield: 126.9%. Reaction SMILES: [CH2:1]([N:3]1[C:15]2[CH:14]=[CH:13][CH:12]=[CH:11][C:10]=2[C:9]2[C:4]1=[CH:5][CH:6]=[CH:7][CH:8]=2)[CH3:2].[I:16]I.OO.S(=O)(=O)(O)O>O.C(O)(=O)C.O>[I:16][C:7]1[CH:6]=[CH:5][C:4]2[N:3]([CH2:1][CH3:2])[C:15]3[C:10]([C:9]=2[CH:8]=1)=[CH:11][CH:12]=[CH:13][CH:14]=3 |f:5.6|. Reported procedure: Into 5.0 g (25.6 mmol) of 9-ethylcarbazole, 40 ml of a 9:1 acetic acid-water mixture, 3.3 g (13.0 mmol) of iodine, 2.5 g of a 30% hydrogen peroxide solution, and 1.8 g of 97% sulfuric acid were added, and the mixture was stirred at 60° C for 2 hours. After natural cooling, the mixture was diluted with water and then extracted with toluene. After the toluene layer was concentrated, the residual component was purified with a silica gel column. As a result, 5.3 g of 3-iodo-9-ethylcarbazole was obta... Reactants: CC(=O)[O-], CC(=O)[O-], CC1(C)OB(c2cn[nH]c2)OC1(C)C, CCOC(C)=O, [Cu+2], CN(C)C=O, OB(O)c1ccccc1, c1ccncc1. The product is CC1(C)OB(c2cnn(-c3ccccc3)c2)OC1(C)C. Reaction SMILES: [C:41]([O-:42])(=[O:43])[CH3:44].[C:45]([O-:46])(=[O:47])[CH3:48].[CH3:1][C:2]1([CH3:14])[O:3][B:4]([c:9]2[cH:10][n:11][nH:12][cH:13]2)[O:5][C:6]1([CH3:7])[CH3:8].[CH3:35][CH2:36][O:37][C:38](=[O:39])[CH3:40].[Cu+2:49].[O:24]=[CH:25][N:26]([CH3:27])[CH3:28].[OH:15][B:16]([OH:17])[c:18]1[cH:19][cH:20][cH:21][cH:22][cH:23]1.[cH:29]1[cH:30][cH:31][n:32][cH:33][cH:34]1>>[CH3:1][C:2]1([CH3:14])[O:3][B:4]([c:9]2[cH:10][n:11][n:12](-[c:18]3[cH:19][cH:20][cH:21][cH:22][cH:23]3)[cH:13]2)[O:5][C:6]1([CH3:7])[CH3:8]. Reactants: CC(=O)NC1=CC=C(C=C1)S (4-mercaptoacetanilide), FC=1C=C(C=C(C1)F)C1(CN(CC1)CC(F)(F)F)OC (3-(3,5-difluorophenyl)-3-methoxy-1-(2,2,2-trifluoroethyl)pyrrolidine). Product: C(C)(=O)NC1=CC=C(C=C1)SC=1C=C(C=C(C1)F)C1(CN(CC1)CC(F)(F)F)OC (3-[3-(4-acetamidophenylthio)-5-fluorophenyl]-3-methoxy-1-(2,2,2-trifluoroethyl)pyrrolidine). The yield is 54.0%. RXN SMILES: [CH3:1][C:2]([NH:4][C:5]1[CH:10]=[CH:9][C:8]([SH:11])=[CH:7][CH:6]=1)=[O:3].[F:12][C:13]1[CH:14]=[C:15]([C:20]2([O:30][CH3:31])[CH2:24][CH2:23][N:22]([CH2:25][C:26]([F:29])([F:28])[F:27])[CH2:21]2)[CH:16]=[C:17](F)[CH:18]=1>>[C:2]([NH:4][C:5]1[CH:10]=[CH:9][C:8]([S:11][C:17]2[CH:16]=[C:15]([C:20]3([O:30][CH3:31])[CH2:24][CH2:23][N:22]([CH2:25][C:26]([F:27])([F:28])[F:29])[CH2:21]3)[CH:14]=[C:13]([F:12])[CH:18]=2)=[CH:7][CH:6]=1)(=[O:3])[CH3:1]. Procedure details: Using an analogous procedure to that described in Example 6, 4-mercaptoacetanilide was reacted with 3-(3,5-difluorophenyl)-3-methoxy-1-(2,2,2-trifluoroethyl)pyrrolidine to give 3-[3-(4-acetamidophenylthio)-5-fluorophenyl]-3-methoxy-1-(2,2,2-trifluoroethyl)pyrrolidine in 54% yield, m.p. 127°-129° C.